This data is from the Open Reaction Database (ORD), a public repository of structured organic reaction records. The task is: describe an organic reaction: reactants, conditions, products, and yield Reactants: ( 100 ), CCCCCC (hexane), C(C1=CC=CC=C1)OCOC[C@H](COS(=O)(=O)C1=CC=C(C=C1)C)C ((R)-Toluene-4-sulfonic acid 3-benzyloxymethoxy-2-methyl-propyl ester), 3′-H, CC(CO)CCCC(C)(O)C (2,6-Dimethyl-heptane-1,6-diol). The solvent is O (H2O), O (H2O). Product: C[C@H](\C=C/CCO)CCCC(C)(O)C ((3Z)-(5S)-5,9-Dimethyl-dec-3-ene-1,9-diol). Reaction SMILES: CCCCCC.[CH3:7][CH:8]([CH2:11][CH2:12][CH2:13][C:14]([CH3:17])([OH:16])[CH3:15])[CH2:9]O.[CH2:18]([O:25]COC[C@@H](C)COS(C1C=CC(C)=CC=1)(=O)=O)[C:19]1C=CC=C[CH:20]=1>O>[CH3:7][C@@H:8]([CH2:11][CH2:12][CH2:13][C:14]([CH3:17])([OH:16])[CH3:15])/[CH:9]=[CH:20]\[CH2:19][CH2:18][OH:25]. Procedure: UV (hexane) λmax 234.0 (ε27 800), 241.0 (ε30 200), 248.5 (sh, ε19 900) nm; 1H NMR (400 Hz, CDCl3) δ0.86 (3H, d, J=6.5 Hz, CH—CH3), 1.21 [6H, s, C(CH3)2], 2.08 (2H, q, J=6.9 Hz, 4′-H2), 2.26 (1H, dd, J=13.1, 7.1 Hz), 2.39(1H, dd, J=13.4, 7.2 Hz), 2.56 (1H, dd, J=13.5, 4.2 Hz), 2.70 (1H, dd, J=13.3, 4.3 Hz), 4.48 (2H, m, 1- and 3-H), 5.10 (2H, s, C═CH2); 5.70 (1H, dt, J=15.0, 6.9 Hz, 3′-H 6.03 (1H, d, J=10.8 Hz, 1′-H), 6.29 (1H, dd, J=15.0, 10.8 Hz, 2′-H); MS (El) m/z (relative intensity) no M+, 3... Reactants: ClC1=CC=C(C(=O)NCC(=O)O)C=C1 (N-(p-chlorobenzoyl)glycine), OC1=CC=C(C=O)C=C1 (p-hydroxybenzaldehyde), fused sodium acetate, C(C)(=O)OC(C)=O (acetic anhydride). The solvent is C(C)O (ethanol). The product is C(C)(=O)OC1=CC=C(C=C2N=C(OC2=O)C2=CC=C(C=C2)Cl)C=C1 (4-(p-Acetoxybenzylidene)-2-(p-chlorophenyl)-5-oxazolone). Reaction SMILES: [Cl:1][C:2]1[CH:14]=[CH:13][C:5]([C:6]([NH:8][CH2:9][C:10]([OH:12])=[O:11])=O)=[CH:4][CH:3]=1.[OH:15][C:16]1[CH:23]=[CH:22][C:19]([CH:20]=O)=[CH:18][CH:17]=1.[C:24](OC(=O)C)(=[O:26])[CH3:25]>C(O)C>[C:24]([O:15][C:16]1[CH:23]=[CH:22][C:19]([CH:20]=[C:9]2[C:10](=[O:11])[O:12][C:6]([C:5]3[CH:4]=[CH:3][C:2]([Cl:1])=[CH:14][CH:13]=3)=[N:8]2)=[CH:18][CH:17]=1)(=[O:26])[CH3:25]. Procedure details: A mixture of 60 g of N-(p-chlorobenzoyl)glycine, 34.5 g of p-hydroxybenzaldehyde, 23 g of fused sodium acetate and 170 ml of acetic anhydride was heated under reflux for 1 hour. The reaction mixture was cooled slightly and 400 ml of ethanol was added. A solid precipitated on cooling and was filtered and washed with cold ethanol and cold water. An analytical sample was made by recrystallization from CCL4 /EtOH/AcOH, m.p. 185-186.